Dataset: the Open Reaction Database (ORD), a public repository of structured organic reaction records. Task: describe an organic reaction: reactants, conditions, products, and yield Reactants: CO, O=C(C(F)(F)F)C(F)(F)F. Product: COC(O)(C(F)(F)F)C(F)(F)F. Reaction SMILES: [CH3:11][OH:12].[F:1][C:2]([F:3])([F:4])[C:5](=[O:6])[C:7]([F:8])([F:9])[F:10]>>[F:1][C:2]([F:3])([F:4])[C:5]([OH:6])([C:7]([F:8])([F:9])[F:10])[O:12][CH3:11]. The reactants are C1(CCCCC1)C(CNC1=CC=C(CCC(=O)O)C=C1)C=CCCC (4-(2-cyclohexylhept-3-enylamino)hydrocinnamic acid), B(F)(F)F.CCOCC (boron trifluoride etherate), ice. Solvent: CO (methanol). Yields the product C1(CCCCC1)C(CNC1=CC=C(CCC(=O)OC)C=C1)C=CCCC (methyl 4-(2-cyclohexylhept-3-enylamino)hydrocinnamate). Reaction SMILES: [CH:1]1([CH:7]([CH:21]=[CH:22][CH2:23][CH2:24][CH3:25])[CH2:8][NH:9][C:10]2[CH:20]=[CH:19][C:13]([CH2:14][CH2:15][C:16]([OH:18])=[O:17])=[CH:12][CH:11]=2)[CH2:6][CH2:5][CH2:4][CH2:3][CH2:2]1.B(F)(F)F.[CH3:30]COCC>CO>[CH:1]1([CH:7]([CH:21]=[CH:22][CH2:23][CH2:24][CH3:25])[CH2:8][NH:9][C:10]2[CH:20]=[CH:19][C:13]([CH2:14][CH2:15][C:16]([O:18][CH3:30])=[O:17])=[CH:12][CH:11]=2)[CH2:6][CH2:5][CH2:4][CH2:3][CH2:2]1 |f:1.2|. Procedure: A solution of 50.5 g. of 4-(2-cyclohexylhept-3-enylamino)hydrocinnamic acid and 34.4 ml. of boron trifluoride etherate in 200 ml. of methanol is stirred under reflux for 44 hours, allowed to cool, and poured into 1.20 liters of ice-cold 5% aqueous sodium carbonate solution. The white solid is collected by filtration and recrystallized from benzene-ethanol to yield methyl 4-(2-cyclohexylhept-3-enylamino)hydrocinnamate.